Dataset: the Open Reaction Database (ORD), a public repository of structured organic reaction records. Task: describe an organic reaction: reactants, conditions, products, and yield The solvent is CN(C)C=O (DMF). The reactants are COC=1C=CC2=C(CCN(C(N2)=O)C2CCNCC2)C1 (7-methoxy-3-piperidin-4-yl-1,3,4,5-tetrahydro-1,3-benzodiazepin-2-one), ClC1=CC(=NC=N1)OC=1C=C(C2=C(NC(=N2)C)C1)C (6-(6-chloro-pyrimidin-4-yloxy)-2,4-dimethyl-1H-benzimidazole), CCN(C(C)C)C(C)C (DIPEA). Reaction conditions: time 8 hour. Product: CC=1NC2=C(N1)C(=CC(=C2)OC2=CC(=NC=N2)N2CCC(CC2)N2C(NC1=C(CC2)C=C(C=C1)OC)=O)C (3-{1-[6-(2,7-dimethyl-3H-benzimidazol-5-yloxy)-pyrimidin-4-yl]-piperidin-4-yl}-7-methoxy-1,3,4,5-tetrahydro-benzo[d][1,3]diazepin-2-one). Reaction SMILES: [CH3:1][O:2][C:3]1[CH:4]=[CH:5][C:6]2[NH:12][C:11](=[O:13])[N:10]([CH:14]3[CH2:19][CH2:18][NH:17][CH2:16][CH2:15]3)[CH2:9][CH2:8][C:7]=2[CH:20]=1.Cl[C:22]1[N:27]=[CH:26][N:25]=[C:24]([O:28][C:29]2[CH:30]=[C:31]([CH3:39])[C:32]3[N:36]=[C:35]([CH3:37])[NH:34][C:33]=3[CH:38]=2)[CH:23]=1.CCN(C(C)C)C(C)C>CN(C=O)C>[CH3:37][C:35]1[NH:34][C:33]2[CH:38]=[C:29]([O:28][C:24]3[N:25]=[CH:26][N:27]=[C:22]([N:17]4[CH2:18][CH2:19][CH:14]([N:10]5[CH2:9][CH2:8][C:7]6[CH:20]=[C:3]([O:2][CH3:1])[CH:4]=[CH:5][C:6]=6[NH:12][C:11]5=[O:13])[CH2:15][CH2:16]4)[CH:23]=3)[CH:30]=[C:31]([CH3:39])[C:32]=2[N:36]=1. Reported procedure: 0.16 g (0.59 mmol) 7-methoxy-3-piperidin-4-yl-1,3,4,5-tetrahydro-1,3-benzodiazepin-2-one, 0.15 g (0.55 mmol) 6-(6-chloro-pyrimidin-4-yloxy)-2,4-dimethyl-1H-benzimidazole and 0.21 mL (1.2 mmol) DIPEA were combined in 2.0 mL DMF and stirred overnight at RT. The reaction mixture was purified by preparative HPLC-MS. The product-containing fractions were combined and the acetonitrile was evaporated down. The residue was made alkaline with 4N aqueous sodium hydroxide solution, the precipitate formed w... The product is CCCS(=O)(=O)Oc1c(C(=O)c2ccc3c(c2C)C(Cl)CCS3(=O)=O)cnn1CC. RXN SMILES: [C:25](=[O:26])([O-:27])[O-:28].[CH2:31]([CH2:32][CH3:33])[S:34](=[O:35])(=[O:36])[Cl:37].[CH2:38]([Cl:39])[Cl:40].[CH2:43]([N+:44]([CH2:45][CH3:46])([CH2:47][CH3:48])[CH2:49][CH3:50])[c:51]1[cH:52][cH:53][cH:54][cH:55][cH:56]1.[Cl-:42].[Cl:1][CH:2]1[CH2:3][CH2:4][S:5](=[O:23])(=[O:24])[c:6]2[cH:7][cH:8][c:9]([C:13](=[O:14])[c:15]3[cH:16][n:17][n:18]([CH2:21][CH3:22])[c:19]3[OH:20])[c:10]([CH3:12])[c:11]21.[K+:29].[K+:30].[OH2:41]>>[Cl:1][CH:2]1[CH2:3][CH2:4][S:5](=[O:23])(=[O:24])[c:6]2[cH:7][cH:8][c:9]([C:13](=[O:14])[c:15]3[cH:16][n:17][n:18]([CH2:21][CH3:22])[c:19]3[O:20][S:34]([CH2:31][CH2:32][CH3:33])(=[O:35])=[O:36])[c:10]([CH3:12])[c:11]21. The reactants are O=C([O-])[O-], CCCS(=O)(=O)Cl, ClCCl, CC[N+](CC)(CC)Cc1ccccc1, [Cl-], CCn1ncc(C(=O)c2ccc3c(c2C)C(Cl)CCS3(=O)=O)c1O, [K+], [K+], O.